The task is: describe an organic reaction: reactants, conditions, products, and yield. This data is from the Open Reaction Database (ORD), a public repository of structured organic reaction records. Reactants: NC1=CC=NN1CC (5-amino-1-ethylpyrazole), ClC1=C(C(=O)O)C=C(C=C1)S(=O)(=O)C(F)(F)F (2-chloro-5-(trifluoromethylsulfonyl)benzoic acid), C(=O)([O-])[O-].[K+].[K+] (K2CO3), CN(C)C=O (DMF). Reagents/catalysts: CC(=O)[O-].CC(=O)[O-].[Cu+2] (Cu(OAc)2). Solvent: O (Water), C(C)(=O)O (acetic acid). Reaction conditions: time 3 day. Product: C(C=1C(N)=CC=CC1)(=O)O (anthranilic acid). Reaction SMILES: N[C:2]1N(CC)[N:5]=[CH:4][CH:3]=1.Cl[C:10]1[CH:18]=CC(S(C(F)(F)F)(=O)=O)=C[C:11]=1[C:12]([OH:14])=[O:13].C([O-])([O-])=O.[K+].[K+].CN(C=O)C>CC([O-])=O.CC([O-])=O.[Cu+2].C(O)(=O)C.O>[C:12]([OH:14])(=[O:13])[C:11]1[C:4](=[CH:3][CH:2]=[CH:18][CH:10]=1)[NH2:5] |f:2.3.4,6.7.8|. Reported procedure: A mixture of 5-amino-1-ethylpyrazole (0.56 g, 5 mmol), 2-chloro-5-(trifluoromethylsulfonyl)benzoic acid (1.4 g, 4.9 mmol), K2CO3 (0.69 g, 5 mmol), Cu(OAc)2 (0.1 g) and DMF (10mL) was refluxed for 4 hours and then was cooled to room temperature and was allowed to stand for about 3 days. Water was added to the reaction mixture and then the solution was acidified with acetic acid to a pH of about 5. The mixture was extracted with CH2Cl2 and then the CH2Cl2 layer was evaporated to afford N-(1-ethylp... The reactants are CCOC(=O)c1csc(C2CCOCC2)c1, Cl, [K+], [OH-], O. Yields the product O=C(O)c1csc(C2CCOCC2)c1. As a reaction SMILES: [CH2:3]([CH3:4])[O:5][C:6](=[O:7])[c:8]1[cH:9][s:10][c:11]([CH:13]2[CH2:14][CH2:15][O:16][CH2:17][CH2:18]2)[cH:12]1.[ClH:19].[K+:2].[OH-:1].[OH2:20]>>[O:5]=[C:6]([OH:7])[c:8]1[cH:9][s:10][c:11]([CH:13]2[CH2:14][CH2:15][O:16][CH2:17][CH2:18]2)[cH:12]1. Starting materials: [Si](C1=CC=CC=C1)(C1=CC=CC=C1)(C(C)(C)C)OCCC=1C=C(C=CC1)N1C(N(CC=2C1=NC(=NC2)S(=O)(=O)C)C2=C(C=CC=C2C)Cl)=O (1-[3-(2-(tert-butyldiphenylsilyloxy)ethyl)phenyl]-3-(2-chloro-6-methylphenyl)-3,4-dihydro-7-methanesulfonyl-pyrimido[4,5-d]pyrimidin-2(1H)-one), ClC1=C(N)C=CC(=C1)Cl (2,4-dichloroaniline). Product: [Si](C1=CC=CC=C1)(C1=CC=CC=C1)(C(C)(C)C)OCCC=1C=C(C=CC1)N1C(N(CC=2C1=NC(=NC2)S(=O)(=O)C)C2=C(C=C(C=C2)Cl)Cl)=O (1-[3-(tert-butyldiphenylsilyloxyethyl)phenyl]-3-(2,4-dichlorophenyl)-3,4-dihydro-7-methanesulfonyl-pyrimido[4,5-d]pyrimidin-2(1H)-one). RXN SMILES: [Si:1]([O:18][CH2:19][CH2:20][C:21]1[CH:22]=[C:23]([N:27]2[C:32]3=[N:33][C:34]([S:37]([CH3:40])(=[O:39])=[O:38])=[N:35][CH:36]=[C:31]3[CH2:30][N:29]([C:41]3[C:46](C)=[CH:45][CH:44]=[CH:43][C:42]=3[Cl:48])[C:28]2=[O:49])[CH:24]=[CH:25][CH:26]=1)([C:14]([CH3:17])([CH3:16])[CH3:15])([C:8]1[CH:13]=[CH:12][CH:11]=[CH:10][CH:9]=1)[C:2]1[CH:7]=[CH:6][CH:5]=[CH:4][CH:3]=1.[Cl:50]C1C=C(Cl)C=CC=1N>>[Si:1]([O:18][CH2:19][CH2:20][C:21]1[CH:22]=[C:23]([N:27]2[C:32]3=[N:33][C:34]([S:37]([CH3:40])(=[O:38])=[O:39])=[N:35][CH:36]=[C:31]3[CH2:30][N:29]([C:41]3[CH:46]=[CH:45][C:44]([Cl:50])=[CH:43][C:42]=3[Cl:48])[C:28]2=[O:49])[CH:24]=[CH:25][CH:26]=1)([C:14]([CH3:15])([CH3:17])[CH3:16])([C:8]1[CH:13]=[CH:12][CH:11]=[CH:10][CH:9]=1)[C:2]1[CH:3]=[CH:4][CH:5]=[CH:6][CH:7]=1. Reported procedure: The 1-[3-(tert-butyldiphenylsilyloxyethyl)phenyl]-3-(2,4-dichlorophenyl)-3,4-dihydro-7-methanesulfonyl-pyrimido[4,5-d]pyrimidin-2(1H)-one was prepared in a manner analogous to that for 1-[3-(2-(tert-butyldiphenylsilyloxy)ethyl)phenyl]-3-(2-chloro-6-methylphenyl)-3,4-dihydro-7-methanesulfonyl-pyrimido[4,5-d]pyrimidin-2(1H)-one of Example 53(d) using 2,4-dichloroaniline in place of 2-chloro-6-methylaniline. Starting materials: CCOC(C)=O, O=C(Cl)Cl, Nc1nc2cccc(Br)c2s1. Yields the product O=C=Nc1nc2cccc(Br)c2s1. Reaction SMILES: [CH3:16][CH2:17][O:18][C:19](=[O:20])[CH3:21].[Cl:1][C:2]([Cl:3])=[O:4].[NH2:5][c:6]1[s:7][c:8]2[c:9]([n:10]1)[cH:11][cH:12][cH:13][c:14]2[Br:15]>>[C:2](=[O:4])=[N:5][c:6]1[s:7][c:8]2[c:9]([n:10]1)[cH:11][cH:12][cH:13][c:14]2[Br:15]. Reactants: CC(COC(NC1=CC(=C(C=C1)C1(CCSCC1)O)F)=O)C (2-methylpropyl[3-fluoro-4-(tetrahydro-4-hydroxy-2H-thiopyran-4-yl)phenyl]carbamate), FC(C(=O)O)(F)F (trifluoroacetic acid), C(C)[SiH](CC)CC (triethylsilane). The solvent is C([O-])([O-])=O.[K+].[K+] (potassium carbonate). Conditions: time 1 hour. The product is CC(COC(NC1=CC(=C(C=C1)C1CCSCC1)F)=O)C (2-methylpropyl[3-fluoro-4-(tetrahydro-2H-thiopyran-4-yl)phenyl]carbamate). As a reaction SMILES: [CH3:1][CH:2]([CH3:22])[CH2:3][O:4][C:5](=[O:21])[NH:6][C:7]1[CH:12]=[CH:11][C:10]([C:13]2(O)[CH2:18][CH2:17][S:16][CH2:15][CH2:14]2)=[C:9]([F:20])[CH:8]=1.FC(F)(F)C(O)=O.C([SiH](CC)CC)C>C(=O)([O-])[O-].[K+].[K+]>[CH3:1][CH:2]([CH3:22])[CH2:3][O:4][C:5](=[O:21])[NH:6][C:7]1[CH:12]=[CH:11][C:10]([CH:13]2[CH2:18][CH2:17][S:16][CH2:15][CH2:14]2)=[C:9]([F:20])[CH:8]=1 |f:3.4.5|. Procedure: A solution of 2-methylpropyl[3-fluoro-4-(tetrahydro-4-hydroxy-2H-thiopyran-4-yl)phenyl]carbamate (See Org. Proc. Res. Dev. 2001, 5, 80–83, 4.00 g, 12.2 mmol) in trifluoroacetic acid (19 mL, 244 mmol) under N2 is treated with triethylsilane (5.85 mL, 36.6 mmol) dropwise, stirred for 1 h, and then added dropwise to saturated aqueous potassium carbonate (250 mL) with vigorous stirring. The mixture is extracted with diethyl ether (200 mL), and the organic phase is washed with water (2×50 mL) and sal... The reactants are CC1=NC(=NC(=C1)C)S(=O)(=O)C (4,6-dimethyl-2-(methylsulfonyl)pyrimidine), three, O[C@H](C(=O)[O-])C(C1=CC=CC=C1)(C1=CC=CC=C1)OC.Cl[C@@H](C[NH3+])C1=CC=C(C=C1)Cl ((R)-2,4-dichlorophenylethyl ammonium (S)-2-hydroxy-3-methoxy-3,3-diphenylpropionate), CC(C)([O-])C.[K+] (potassium tertiary butoxide), O (water). The solvent is CN(C)C=O (DMF). Reaction conditions: time 6 hour. Product: CC=1C=C(N=C(N1)O[C@H](C(=O)O)C(C=2C=CC=CC2)(C=3C=CC=CC3)OC)C (Ambrisentan). RXN SMILES: [OH:1][C@@H:2]([C:6]([O:19][CH3:20])([C:13]1[CH:18]=[CH:17][CH:16]=[CH:15][CH:14]=1)[C:7]1[CH:12]=[CH:11][CH:10]=[CH:9][CH:8]=1)[C:3]([O-:5])=[O:4].Cl[C@H](C1C=CC(Cl)=CC=1)C[NH3+].CC(C)([O-])C.[K+].[CH3:38][C:39]1[CH:44]=[C:43]([CH3:45])[N:42]=[C:41](S(C)(=O)=O)[N:40]=1.O>CN(C=O)C>[CH3:45][C:43]1[CH:44]=[C:39]([CH3:38])[N:40]=[C:41]([O:1][C@@H:2]([C:6]([O:19][CH3:20])([C:7]2[CH:12]=[CH:11][CH:10]=[CH:9][CH:8]=2)[C:13]2[CH:18]=[CH:17][CH:16]=[CH:15][CH:14]=2)[C:3]([OH:5])=[O:4])[N:42]=1 |f:0.1,2.3|. Reported procedure: In a 25 mL three neck flask with stirring arrangement, (1 gm) (R)-2,4-dichlorophenylethyl ammonium (S)-2-hydroxy-3-methoxy-3,3-diphenylpropionate and (0.726 gm) potassium tertiary butoxide (6.488 mmol) in 10 ml DMF at 25° C. were taken and stirred for 5 min. (0.604 gm) 4,6-dimethyl-2-(methylsulfonyl)pyrimidine (3.244 mmol) was added to the reaction mixture in one lot. The reaction mixture was stirred at room temperature for 6 hours and subsequently dumped into cold water and washed the aqueous l... Starting materials: BrC1=C(C=C(O[Si](C)(C)C(C)(C)C)C=C1)C ((4-Bromo-3-methyl-phenoxy)-tert-butyl-dimethyl-silane), ClC(C)Cl (dichloroethane), BrN1C(CCC1=O)=O (N-bromosuccinimide), N(=NC(C#N)(C)C)C(C#N)(C)C (2,2′-azobisisobutyronitrile). Run at temperature 47 celsius, time 30 minute. Yields the product BrC1=C(C=C(O[Si](C)(C)C(C)(C)C)C=C1)CBr ((4-Bromo-3-bromomethyl-phenoxy)-tert-butyl-dimethyl-silane). RXN SMILES: [Br:1][C:2]1[CH:15]=[CH:14][C:5]([O:6][Si:7]([C:10]([CH3:13])([CH3:12])[CH3:11])([CH3:9])[CH3:8])=[CH:4][C:3]=1[CH3:16].ClC(Cl)C.[Br:21]N1C(=O)CCC1=O.N(C(C)(C)C#N)=NC(C)(C)C#N>>[Br:1][C:2]1[CH:15]=[CH:14][C:5]([O:6][Si:7]([C:10]([CH3:11])([CH3:12])[CH3:13])([CH3:8])[CH3:9])=[CH:4][C:3]=1[CH2:16][Br:21]. Reported procedure: (4-Bromo-3-methyl-phenoxy)-tert-butyl-dimethyl-silane (255 g, 0.846 mol), dichloroethane (2.5 L), N-bromosuccinimide (165 g, 0.927 mol) and 2,2′-azobisisobutyronitrile (19.0 g, 0.116 mol) were combined in a 5 L flask. The mixture was degassed by evacuating and purging with N2 (5×). The reaction mixture was heated to 47° C., and the heat was shut off. An exotherm to 76° C. occurred. GC analysis showed 6.5% unreacted starting material. The heat was applied again, and the reaction was held at reflu... Starting materials: C#C (Acetylene), C[C@@]12C(C=C[C@H]1[C@@H]1CCC=3CCCCC3[C@H]1CC2)=O (5(10),15-estradien-17-one), [Cl-].[NH4+] (ammonium chloride), ice water, Cl (hydrochloric acid), ice water, C(CCC)[Li] (n-butyllithium), C[C@@]12[C@H](C=C[C@H]1[C@@H]1CCC=3CCCCC3[C@H]1CC2)O (5(10),15-estradien-17β-ol). The solvent is CC(=O)C (acetone), O1CCCC1 (tetrahydrofuran), O1CCCC1 (tetrahydrofuran), C(C)(=O)OCC (ethyl acetate). Conditions: time 30 minute. The product is C(#C)[C@]1([C@]2(CC)[C@@H](C=C1)[C@@H]1CCC3=CC(CC[C@@H]3[C@H]1CC2)=O)O (17α -Ethynyl-17β-hydroxy-18-methyl-4,15-estradien-3-one). As a reaction SMILES: [CH:1]#[CH:2].[CH2:3]([Li])[CH2:4][CH2:5][CH3:6].C[C@:9]12[CH2:25][CH2:24][C@H:23]3[C@@H:14]([CH2:15][CH2:16][C:17]4[CH2:18][CH2:19]CC[C:22]=43)[C@@H:13]1[CH:12]=[CH:11][C:10]2=[O:26].[Cl-].[NH4+].C[C@]12CC[C@H]3[C@@H](CCC4CCCCC=43)[C@@H]1C=C[C@@H]2[OH:47].Cl>C(OCC)(=O)C.CC(C)=O.O1CCCC1>[C:1]([C@:3]1([OH:47])[CH:9]=[CH:25][C@H:24]2[C@H:23]3[C@H:14]([CH2:15][CH2:16][C@:4]12[CH2:5][CH3:6])[C@@H:13]1[C:18](=[CH:19][C:10](=[O:26])[CH2:11][CH2:12]1)[CH2:17][CH2:22]3)#[CH:2] |f:3.4|. Procedure details: Acetylene is passed for about 45 minutes through a solution, cooled with ice water, of 100 ml. of n-butyllithium (approximately 15% strength in hexane) in 350 ml. of tetrahydrofuran. Thereafter, 10.0 g. of 18-methyl-3,3-(2',2'-dimethyl-1',3'-propylenedioxy)-5 and -5(10),15-estradien-17-one in 100 ml. of tetrahydrofuran is added dropwise thereto under agitation. After 30 minutes, the solution is combined with saturated ammonium chloride solution, diluted with ethyl acetate, washed neutral with wa... Starting materials: CN1CCN(C(=O)Nc2cccc(-c3nc(Nc4ccc5c(cnn5C(=O)OC(C)(C)C)c4)c4ccccc4n3)c2)CC1, ClCCl. The product is CN1CCN(C(=O)Nc2cccc(-c3nc(Nc4ccc5[nH]ncc5c4)c4ccccc4n3)c2)CC1. Reaction SMILES: [CH3:1][N:2]1[CH2:3][CH2:4][N:5]([C:8](=[O:9])[NH:10][c:11]2[cH:12][c:13](-[c:17]3[n:18][c:19]4[cH:20][cH:21][cH:22][cH:23][c:24]4[c:25]([NH:27][c:28]4[cH:29][c:30]5[cH:31][n:32][n:33]([C:37]([O:38][C:39]([CH3:40])([CH3:41])[CH3:42])=[O:43])[c:34]5[cH:35][cH:36]4)[n:26]3)[cH:14][cH:15][cH:16]2)[CH2:6][CH2:7]1.[Cl:44][CH2:45][Cl:46]>>[CH3:1][N:2]1[CH2:3][CH2:4][N:5]([C:8](=[O:9])[NH:10][c:11]2[cH:12][c:13](-[c:17]3[n:18][c:19]4[cH:20][cH:21][cH:22][cH:23][c:24]4[c:25]([NH:27][c:28]4[cH:29][c:30]5[cH:31][n:32][nH:33][c:34]5[cH:35][cH:36]4)[n:26]3)[cH:14][cH:15][cH:16]2)[CH2:6][CH2:7]1.